This data is from the Open Reaction Database (ORD), a public repository of structured organic reaction records. The task is: describe an organic reaction: reactants, conditions, products, and yield Reactants: C(=O)C=1C=C2C(=CNC2=CC1)CC1=C(C=C(C(=O)OC)C=C1)OC (methyl 4-(5-formylindol-3-ylmethyl)-3-methoxybenzoate), [H-].[Na+] (Sodium hydride), Cl (hydrochloric acid), BrCCC (1-bromopropane). The solvent is CN(C=O)C (DMF), CN(C=O)C (dimethylformamide). Conditions: time 1 hour. Yields the product C(=O)C=1C=C2C(=CN(C2=CC1)CCC)CC1=C(C=C(C(=O)OC)C=C1)OC (methyl 4-(5-formyl-1-propylindol-3-ylmethyl)-3-methoxybenzoate). Yield: 84.9%. RXN SMILES: [H-].[Na+].[CH:3]([C:5]1[CH:6]=[C:7]2[C:11](=[CH:12][CH:13]=1)[NH:10][CH:9]=[C:8]2[CH2:14][C:15]1[CH:24]=[CH:23][C:18]([C:19]([O:21][CH3:22])=[O:20])=[CH:17][C:16]=1[O:25][CH3:26])=[O:4].Br[CH2:28][CH2:29][CH3:30].Cl>CN(C)C=O>[CH:3]([C:5]1[CH:6]=[C:7]2[C:11](=[CH:12][CH:13]=1)[N:10]([CH2:28][CH2:29][CH3:30])[CH:9]=[C:8]2[CH2:14][C:15]1[CH:24]=[CH:23][C:18]([C:19]([O:21][CH3:22])=[O:20])=[CH:17][C:16]=1[O:25][CH3:26])=[O:4] |f:0.1|. Procedure details: Sodium hydride (2.96 g of a 60% w/w dispersion in mineral oil) was added to dry dimethylformamide (DMF, 100 ml), under a nitrogen atmosphere. The mixture was stirred and cooled in an ice-bath, and a solution of methyl 4-(5-formylindol-3-ylmethyl)-3-methoxybenzoate (20 g) in DMF (75 ml) added slowly. After 1 h, 1-bromopropane (9.13 g) was added slowly. After 2 h, the mixture was carefully acidified with 2M hydrochloric acid (100 ml), extracted with ethyl acetate (twice), and the extract washed wi... Reactants: FC1=CC2=C(C(=NO2)C2CCN(CC2)CCN2C(N(CC2)C2=CC=CC=C2)=O)C=C1 (1-{2-[4-(6-Fluoro-1,2-benzisoxazol-3-yl)piperid-1-yl]ethyl}-3-phenylimidazolidin-2-one), C(C1=CC=CC=C1)N=C=O (benzyl isocyanate). The product is C(C1=CC=CC=C1)N1C(N(CC1)CCN1CCC(CC1)C1=NOC2=C1C=CC(=C2)F)=O (3-Benzyl-1-{2-[4-(6-fluoro-1,2-benzisoxazol-3-yl)piperid-1-yl]ethyl}imidazolidin-2-one). RXN SMILES: [F:1][C:2]1[CH:30]=[CH:29][C:5]2[C:6]([CH:9]3[CH2:14][CH2:13][N:12]([CH2:15][CH2:16][N:17]4[CH2:21][CH2:20][N:19](C5C=CC=CC=5)[C:18]4=[O:28])[CH2:11][CH2:10]3)=[N:7][O:8][C:4]=2[CH:3]=1.[CH2:31](N=C=O)[C:32]1[CH:37]=[CH:36][CH:35]=[CH:34][CH:33]=1>>[CH2:31]([N:19]1[CH2:20][CH2:21][N:17]([CH2:16][CH2:15][N:12]2[CH2:13][CH2:14][CH:9]([C:6]3[C:5]4[CH:29]=[CH:30][C:2]([F:1])=[CH:3][C:4]=4[O:8][N:7]=3)[CH2:10][CH2:11]2)[C:18]1=[O:28])[C:32]1[CH:37]=[CH:36][CH:35]=[CH:34][CH:33]=1. Reported procedure: This product is obtained in the same manner as the compound of Example 5, but with replacement of the phenyl isocyanate by benzyl isocyanate in Step 1 of the synthesis. The expected product melts at 126°-130° C. Reaction conditions: temperature -78 celsius, time 1 hour. Reaction SMILES: C(NC(C)C)(C)C.[Li]CCCC.[F:13][C:14]1[CH:15]=[C:16]([CH:24]=[C:25]([F:27])[CH:26]=1)[C:17]([O:19][C:20]([CH3:23])([CH3:22])[CH3:21])=[O:18].CN([CH:31]=[O:32])C>C1COCC1.CCOC(C)=O.O.CC(O)=O>[F:13][C:14]1[CH:15]=[C:16]([CH:24]=[C:25]([F:27])[C:26]=1[CH:31]=[O:32])[C:17]([O:19][C:20]([CH3:23])([CH3:22])[CH3:21])=[O:18]. Starting materials: C(C)(C)NC(C)C (diisopropylamine), FC=1C=C(C(=O)OC(C)(C)C)C=C(C1)F (tert-butyl 3,5-difluorobenzoate), [Li]CCCC (BuLi), CN(C)C=O (DMF). Isolated yield 82.6%. Solvent: O (water), CC(=O)O (AcOH), C1CCOC1 (THF), CCOC(=O)C (EtOAc), C1CCOC1 (THF). Product: FC=1C=C(C(=O)OC(C)(C)C)C=C(C1C=O)F (tert-butyl 3,5-difluoro-4-formylbenzoate). Reported procedure: To a stirred solution of diisopropylamine (5 mL, 35.5 mmol, 1.2 eq) in THF (100 mL, anhyd) was slowly added BuLi (1.6M in hexanes, 20 mL, 32.3 mmol, 1.1 eq) at below 0° C. After addition was completed, the solution was cooled to −78° C. and then charged dropwise with a solution of tert-butyl 3,5-difluorobenzoate (6.3 g, 29 mmol) in THF (50 mL, anhyd) over 1 h. The resulting solution was stirred for another 2 h at −78° C. Next anhyd DMF (2.5 mL, 32.3 mmol, 1.1 eq) was added dropwise and, after 30... Run at temperature 80 celsius, time 15 minute. Solvent: C1=CC=CC=C1 (benzene). The product is C(C)OC(CC1(OC2=C(O1)C=CC=C2)C2=CC=C(C=C2)Cl)=O (Ethyl(2-p-chlorophenyl-1,3-benzodioxol-2-yl)-acetate). Reported procedure: 98.9 g of P2O5 is added to a mixture of 64 g of ethyl p-chlorobenzoylacetate and 90.4 g of pyrocatechol, heated at 80°C in portions over about 1/2 hour. After 15 minutes the heating is interrupted and 1000 cc of benzene are added. The organic phase is decanted. The latter is repeatedly washed first with NaHCO3 and subsequently with H2O until same is rendered neutral and finally dried with Na2SO4. The solvent is removed in vacuum and the residual oil fractionated, b.p. 150°-155°C (0.4 mm.Hg). Reaction SMILES: O=P12OP3(OP(OP(O3)(O1)=O)(=O)O2)=O.[Cl:15][C:16]1[CH:29]=[CH:28][C:19]([C:20]([CH2:22][C:23]([O:25][CH2:26][CH3:27])=[O:24])=[O:21])=[CH:18][CH:17]=1.[C:30]1([C:32](=[CH:34][CH:35]=[CH:36][CH:37]=1)O)[OH:31]>C1C=CC=CC=1>[CH2:26]([O:25][C:23](=[O:24])[CH2:22][C:20]1([C:19]2[CH:18]=[CH:17][C:16]([Cl:15])=[CH:29][CH:28]=2)[O:31][C:30]2[CH:32]=[CH:34][CH:35]=[CH:36][C:37]=2[O:21]1)[CH3:27]. Starting materials: O=P12OP3(=O)OP(=O)(O1)OP(=O)(O2)O3 (P2O5), ClC1=CC=C(C(=O)CC(=O)OCC)C=C1 (ethyl p-chlorobenzoylacetate), C=1(O)C(O)=CC=CC1 (pyrocatechol). The reactants are BrC=1C(=NC(=CC1)N1CC(CC1)(C(F)(F)F)C1=CC(=C(C(=C1)Cl)Cl)Cl)C (3-Bromo-2-methyl-6-[3-(3,4,5-trichlorophenyl)-3-(trifluoromethyl)pyrrolidin-1-yl]-pyridine), [Cu](C#N)C#N (copper cyanide), CN1C(CCC1)=O (N-methyl-2-pyrrolidinone). The solvent is C(C)(=O)OCC (ethyl acetate). Run at temperature 200 celsius. The product is CC1=C(C#N)C=CC(=N1)N1CC(CC1)(C(F)(F)F)C1=CC(=C(C(=C1)Cl)Cl)Cl (2-methyl-6-[3-(3,4,5-trichlorophenyl)-3-(trifluoromethyl)pyrrolidin-1-yl]nicotinonitrile). The yield is 45.0%. Reaction SMILES: Br[C:2]1[C:3]([CH3:26])=[N:4][C:5]([N:8]2[CH2:12][CH2:11][C:10]([C:17]3[CH:22]=[C:21]([Cl:23])[C:20]([Cl:24])=[C:19]([Cl:25])[CH:18]=3)([C:13]([F:16])([F:15])[F:14])[CH2:9]2)=[CH:6][CH:7]=1.[Cu](C#N)[C:28]#[N:29].CN1CCCC1=O>C(OCC)(=O)C>[CH3:26][C:3]1[N:4]=[C:5]([N:8]2[CH2:12][CH2:11][C:10]([C:17]3[CH:22]=[C:21]([Cl:23])[C:20]([Cl:24])=[C:19]([Cl:25])[CH:18]=3)([C:13]([F:15])([F:14])[F:16])[CH2:9]2)[CH:6]=[CH:7][C:2]=1[C:28]#[N:29]. Procedure: 3-Bromo-2-methyl-6-[3-(3,4,5-trichlorophenyl)-3-(trifluoromethyl)pyrrolidin-1-yl]-pyridine (3.3 g) and copper cyanide (I) (0.65 g) were added to N-methyl-2-pyrrolidinone (10 ml). The mixture was heated for 4 hours at 200° C. using a microwave reactor (trade name: INITIATOR™, manufactured by Biotage). Upon the completion of the reaction, the reaction mixture was diluted with ethyl acetate and the precipitate was filtered off through a short silica gel layer. The filtrate was distilled off under r... RXN SMILES: [CH3:48][OH:49].[Cl:1][c:2]1[c:3](-[n:22]2[c:23](=[O:37])[nH:24][c:25]3[c:26]2[n:27][c:28]([C:32](=[O:33])[O:34][CH2:35][CH3:36])[cH:29][c:30]3[CH3:31])[cH:4][c:5]([S:10](=[O:11])(=[O:12])[C:13]([CH3:14])([c:15]2[cH:16][cH:17][cH:18][cH:19][cH:20]2)[CH3:21])[c:6]([O:8][CH3:9])[cH:7]1.[ClH:46].[Li+:45].[O:38]1[CH2:39][CH2:40][CH2:41][CH2:42]1.[OH-:44].[OH2:43].[OH2:47]>>[Cl:1][c:2]1[c:3](-[n:22]2[c:23](=[O:37])[nH:24][c:25]3[c:26]2[n:27][c:28]([C:32](=[O:33])[OH:34])[cH:29][c:30]3[CH3:31])[cH:4][c:5]([S:10](=[O:11])(=[O:12])[C:13]([CH3:14])([c:15]2[cH:16][cH:17][cH:18][cH:19][cH:20]2)[CH3:21])[c:6]([O:8][CH3:9])[cH:7]1. The reactants are CO, CCOC(=O)c1cc(C)c2[nH]c(=O)n(-c3cc(S(=O)(=O)C(C)(C)c4ccccc4)c(OC)cc3Cl)c2n1, Cl, [Li+], C1CCOC1, [OH-], O, O. The product is COc1cc(Cl)c(-n2c(=O)[nH]c3c(C)cc(C(=O)O)nc32)cc1S(=O)(=O)C(C)(C)c1ccccc1.